Dataset: the Open Reaction Database (ORD), a public repository of structured organic reaction records. Task: describe an organic reaction: reactants, conditions, products, and yield Starting materials: CCC(CC)(c1ccc(O)c(C)c1)c1ccc(C#CC2(O)CCOCC2)c(C)c1, COCCO[Al+]OCCOC, CCOC(C)=O, [H-], [H-], [Na+], C1CCOC1. The product is CCC(CC)(c1ccc(O)c(C)c1)c1ccc(C=CC2(O)CCOCC2)c(C)c1. As a reaction SMILES: [CH2:15]([CH3:16])[C:17]([CH2:18][CH3:19])([c:20]1[cH:21][c:22]([CH3:27])[c:23]([OH:26])[cH:24][cH:25]1)[c:28]1[cH:29][c:30]([CH3:43])[c:31]([C:34]#[C:35][C:36]2([OH:42])[CH2:37][CH2:38][O:39][CH2:40][CH2:41]2)[cH:32][cH:33]1.[CH3:2][O:3][CH2:4][CH2:5][O:6][Al+:7][O:8][CH2:9][CH2:10][O:11][CH3:12].[CH3:49][CH2:50][O:51][C:52](=[O:53])[CH3:54].[H-:14].[H-:1].[Na+:13].[O:44]1[CH2:45][CH2:46][CH2:47][CH2:48]1>>[CH2:15]([CH3:16])[C:17]([CH2:18][CH3:19])([c:20]1[cH:21][c:22]([CH3:27])[c:23]([OH:26])[cH:24][cH:25]1)[c:28]1[cH:29][c:30]([CH3:43])[c:31]([CH:34]=[CH:35][C:36]2([OH:42])[CH2:37][CH2:38][O:39][CH2:40][CH2:41]2)[cH:32][cH:33]1. Starting materials: ClC1=CC(=NC=2N1N=C(C2)C)NC(C2=CN=C(C=C2)C(C)(C)O)=O (N-(7-chloro-2-methylpyrazolo[1,5-a]pyrimidin-5-yl)-6-(2-hydroxypropan-2-yl)nicotinamide), N1CCC(CC1)NC(C)=O (N-(piperidin-4-yl)acetamide). Solvent: CN1CCCC1=O (NMP). Product: C(C)(C)N(C(C)C)CC (N,N-diisopropylethylamine). The yield is 114.3%. Reaction SMILES: ClC1N2N=C(C)C=C2N=C(NC(=O)[C:14]2C=[CH:18][C:17]([C:20](O)(C)C)=[N:16][CH:15]=2)C=1.N1CC[CH:28](NC(=O)C)[CH2:27][CH2:26]1>CN1C(=O)CCC1>[CH:27]([N:16]([CH2:15][CH3:14])[CH:17]([CH3:18])[CH3:20])([CH3:28])[CH3:26]. Procedure: In a 2 ml microwave vial was placed N-(7-chloro-2-methylpyrazolo[1,5-a]pyrimidin-5-yl)-6-(2-hydroxypropan-2-yl)nicotinamide (11C, 75 mg, 0.21 mmol) and N-(piperidin-4-yl)acetamide (31 mg, 0.21 mmol). To the sealed vial was then added NMP (1 ml) and then N,N-diisopropylethylamine (0.042 ml, 0.24 mmol) to give a dark yellow solution. The mixture was then heated in the microwave at 100° C. for 10 minutes. After cooling to room temperature, the crude product mixture was purified by preparatory HPLC ... Reactants: CNC(C)CO, Cc1ccc(Oc2ccc(Nc3ncnc4cccc(F)c34)cc2C)cn1. Yields the product CNC(C)COc1cccc2ncnc(Nc3ccc(Oc4ccc(C)nc4)c(C)c3)c12. RXN SMILES: [CH3:28][NH:29][CH:30]([CH2:31][OH:32])[CH3:33].[F:1][c:2]1[c:3]2[c:4]([NH:12][c:13]3[cH:14][c:15]([CH3:27])[c:16]([O:19][c:20]4[cH:21][n:22][c:23]([CH3:26])[cH:24][cH:25]4)[cH:17][cH:18]3)[n:5][cH:6][n:7][c:8]2[cH:9][cH:10][cH:11]1>>[c:2]1([O:32][CH2:31][CH:30]([NH:29][CH3:28])[CH3:33])[c:3]2[c:4]([NH:12][c:13]3[cH:14][c:15]([CH3:27])[c:16]([O:19][c:20]4[cH:21][n:22][c:23]([CH3:26])[cH:24][cH:25]4)[cH:17][cH:18]3)[n:5][cH:6][n:7][c:8]2[cH:9][cH:10][cH:11]1.